This data is from the Open Reaction Database (ORD), a public repository of structured organic reaction records. The task is: describe an organic reaction: reactants, conditions, products, and yield RXN SMILES: C(NC(C)C)(C)C.C([Li])CCC.[CH3:13][C:14]1([CH3:27])[C:23]2[C:18](=[CH:19][CH:20]=[C:21]([C:24](=O)[CH3:25])[CH:22]=2)[O:17][CH2:16][CH2:15]1.P(Cl)(OCC)(OCC)=O>O1CCCC1.CCCCCC>[CH3:13][C:14]1([CH3:27])[C:23]2[C:18](=[CH:19][CH:20]=[C:21]([C:24]#[CH:25])[CH:22]=2)[O:17][CH2:16][CH2:15]1. The solvent is O1CCCC1 (tetrahydrofuran), CCCCCC (hexane), O1CCCC1 (tetrahydrofuran), O1CCCC1 (tetrahydrofuran), CCCCCC (hexane). Product: CC1(CCOC2=CC=C(C=C12)C#C)C (4,4-Dimethyl-6-ethynylchroman). Procedure details: To a solution of 2.47 g (24.41 mmol) of diisopropylamine in 40 ml dry tetrahydrofuran under argon at -78° C. was added dropwise 15.2 ml of 1.6M (24.32 mmol) n-butyl lithium in hexane. Mixture was stirred at -78° C. for 1 hour and then treated dropwise with a solution of 4.98 g (24.38 mmol) of 4,4-dimethyl-6-acetylchroman in 4 ml of dry tetrahydrofuran. After stirring at -78° C. for 1 hour, the solution was treated with 4.2 g (24.36 mmol) of diethyl chlorophosphate. The cooling bath was then remo... Starting materials: C(C)(C)NC(C)C (diisopropylamine), CC1(CCOC2=CC=C(C=C12)C(C)=O)C (4,4-dimethyl-6-acetylchroman), P(=O)(OCC)(OCC)Cl (diethyl chlorophosphate), C(C)(C)NC(C)C (diisopropylamine), C(CCC)[Li] (n-butyl lithium), C(CCC)[Li] (n-butyl lithium). Reaction conditions: temperature -78 celsius, time 1 hour. Reactants: [OH-].[Na+] (NaOH), C(C)(C)(C)OC(=O)N1CCN(CC1)C(=O)OCC1=CC=CC=C1 (N-tert-butyloxycarbonyl-N'-benzyloxycarbonyl-piperazine), C(C)(=O)OCC (Ethyl acetate). The solvent is Cl.O1CCOCC1 (HCl dioxane). Reaction conditions: time 30 minute. The product is C(C1=CC=CC=C1)OC(=O)N1CCNCC1 (N-benzyloxycarbonyl-piperazine). Isolated yield 159.6%. As a reaction SMILES: C(OC([N:8]1[CH2:13][CH2:12][N:11]([C:14]([O:16][CH2:17][C:18]2[CH:23]=[CH:22][CH:21]=[CH:20][CH:19]=2)=[O:15])[CH2:10][CH2:9]1)=O)(C)(C)C.[OH-].[Na+].C(OCC)(=O)C>Cl.O1CCOCC1>[CH2:17]([O:16][C:14]([N:11]1[CH2:12][CH2:13][NH:8][CH2:9][CH2:10]1)=[O:15])[C:18]1[CH:23]=[CH:22][CH:21]=[CH:20][CH:19]=1 |f:1.2,4.5|. Reported procedure: Commercially available N-tert-butyloxycarbonyl-piperazine (0.5 g, 2.68 mmol) was dissolved in 5 mL of THF:water (1:1) and cooled in an ice bath. Triethylamine (0.748 mL, 5.4 mmol), followed by benzyloxycarbonyl chloride (0.575 mL, 3.21 mmol) in diethyl ether was slowly added to the reaction mixture. It was stirred at 0° C. for 1.5 hours. Solvents were removed and 50 mL of ethyl acetate was added to the residue. The ethyl acetate layer was washed with saturated NaHCO3 (20 mL×3), brine (20 mL×3), ... Starting materials: ClCC=1SC2=C(C1)C(=C(C(=C2)OC)OC)OC (2-chloromethyl-4,5,6-trimethoxy-benzothiophene), N1CCNCC1 (piperazine). Yields the product COC1=C(C(=CC2=C1C=C(S2)CN2CCN(CC2)CC=2SC1=C(C2)C(=C(C(=C1)OC)OC)OC)OC)OC (N,N′-bis[(4,5,6-trimethoxybenzothiophen-2-yl)methyl]piperazine). Reaction SMILES: Cl[CH2:2][C:3]1[S:4][C:5]2[CH:11]=[C:10]([O:12][CH3:13])[C:9]([O:14][CH3:15])=[C:8]([O:16][CH3:17])[C:6]=2[CH:7]=1.[NH:18]1[CH2:23][CH2:22][NH:21][CH2:20][CH2:19]1>>[CH3:17][O:16][C:8]1[C:6]2[CH:7]=[C:3]([CH2:2][N:18]3[CH2:23][CH2:22][N:21]([CH2:2][C:3]4[S:4][C:5]5[CH:11]=[C:10]([O:12][CH3:13])[C:9]([O:14][CH3:15])=[C:8]([O:16][CH3:17])[C:6]=5[CH:7]=4)[CH2:20][CH2:19]3)[S:4][C:5]=2[CH:11]=[C:10]([O:12][CH3:13])[C:9]=1[O:14][CH3:15]. Procedure details: 2-Hydroxymethyl-4,5,6-trimethoxbenzothiophene (374 mg) was treated in the same manner as in Preparation Example 4, and 2-chloromethyl-4,5,6-trimethoxy-benzothiophene thus obtained was immediately reacted with piperazine (63 mg) in the same manner as in Example 1 without isolating it to obtain the title compound as a free base. Reactants: ClC1=CC=C(C=C1)N1C(=NC2=C(C1=O)C(=NN2C2=CC=CC=C2)S(=O)(=O)C)C2=CC=C(C=C2)B2OC(C(O2)(C)C)(C)C (5-(4-chloro-phenyl)-3-methanesulfonyl-1-phenyl-6-[4-(4,4,5,5-tetramethyl-[1,3,2]dioxaborolan-2-yl)-phenyl]-1,5-dihydro-pyrazolo[3,4-d]pyrimidin-4-one), NC1=NC=C(C=C1)Br (2-amino-5-bromopyridine), C(=O)([O-])[O-].[Cs+].[Cs+] (Cs2CO3). Reagents/catalysts: C1=CC=C(C=C1)P([C-]2C=CC=C2)C3=CC=CC=C3.C1=CC=C(C=C1)P([C-]2C=CC=C2)C3=CC=CC=C3.Cl[Pd]Cl.[Fe+2] (Pd(dppf)2Cl2). Run at temperature 80 celsius. Product: NC1=CC=C(C=N1)C1=CC=C(C=C1)C=1N(C(C2=C(N1)N(N=C2S(=O)(=O)C)C2=CC=CC=C2)=O)C2=CC=C(C=C2)Cl (6-[4-(6-amino-pyridin-3-yl)-phenyl]-5-(4-chloro-phenyl)-3-methanesulfonyl-1-phenyl-1,5-dihydro-pyrazolo[3,4-d]pyrimidin-4-one). Reaction SMILES: [Cl:1][C:2]1[CH:7]=[CH:6][C:5]([N:8]2[C:13](=[O:14])[C:12]3[C:15]([S:24]([CH3:27])(=[O:26])=[O:25])=[N:16][N:17]([C:18]4[CH:23]=[CH:22][CH:21]=[CH:20][CH:19]=4)[C:11]=3[N:10]=[C:9]2[C:28]2[CH:33]=[CH:32][C:31](B3OC(C)(C)C(C)(C)O3)=[CH:30][CH:29]=2)=[CH:4][CH:3]=1.[NH2:43][C:44]1[CH:49]=[CH:48][C:47](Br)=[CH:46][N:45]=1.C([O-])([O-])=O.[Cs+].[Cs+]>C1C=CC(P(C2C=CC=CC=2)[C-]2C=CC=C2)=CC=1.C1C=CC(P(C2C=CC=CC=2)[C-]2C=CC=C2)=CC=1.Cl[Pd]Cl.[Fe+2]>[NH2:43][C:44]1[N:45]=[CH:46][C:47]([C:31]2[CH:32]=[CH:33][C:28]([C:9]3[N:8]([C:5]4[CH:6]=[CH:7][C:2]([Cl:1])=[CH:3][CH:4]=4)[C:13](=[O:14])[C:12]4[C:15]([S:24]([CH3:27])(=[O:25])=[O:26])=[N:16][N:17]([C:18]5[CH:23]=[CH:22][CH:21]=[CH:20][CH:19]=5)[C:11]=4[N:10]=3)=[CH:29][CH:30]=2)=[CH:48][CH:49]=1 |f:2.3.4,5.6.7.8|. Procedure: A reaction tube charged with 5-(4-chloro-phenyl)-3-methanesulfonyl-1-phenyl-6-[4-(4,4,5,5-tetramethyl-[1,3,2]dioxaborolan-2-yl)-phenyl]-1,5-dihydro-pyrazolo[3,4-d]pyrimidin-4-one (200.0 mg, 0.332 mmol), 2-amino-5-bromopyridine (114.8 mg, 0.664 mmol), Cs2CO3 (162.1 mg, 0.498 mmol), and Pd(dppf)2Cl2 (54.2 mg, 0.066 mmol) is purged with nitrogen. Anhydrous DMF (3.3 mL) is added via syringe. The reaction mixture is heated at 80° C. for 2 h, cooled down to room temperature, poured into water (30 mL) ...